Dataset: the Open Reaction Database (ORD), a public repository of structured organic reaction records. Task: describe an organic reaction: reactants, conditions, products, and yield The reactants are C1(=CC=CC=C1)SC1=CNC2=CC=C(C=C12)C[C@@H]1NC(OC1)=O ((S)-3-Phenylthio-5-[2-oxo-1,3-oxazolidin-4-ylmethyl)-1H-indole). Reagents/catalysts: [Ni] (Raney nickel), [Ni] (Raney nickel). Run in CC(C)O (IPA). Conditions: time 2 hour. The product is O=C1OC[C@@H](N1)CC=1C=C2C=CNC2=CC1 ((S)-5-(2-oxo-1,3-oxazolidin-4-ylmethyl)-1H-indole). RXN SMILES: C1(S[C:8]2[C:16]3[C:11](=[CH:12][CH:13]=[C:14]([CH2:17][C@H:18]4[CH2:22][O:21][C:20](=[O:23])[NH:19]4)[CH:15]=3)[NH:10][CH:9]=2)C=CC=CC=1>[Ni].CC(O)C>[O:23]=[C:20]1[NH:19][C@@H:18]([CH2:17][C:14]2[CH:15]=[C:16]3[C:11](=[CH:12][CH:13]=2)[NH:10][CH:9]=[CH:8]3)[CH2:22][O:21]1. Procedure details: Raney nickel (3.0 g) was added to a solution of the product from step (a) (3.1 g) in IPA (150 ml) and the suspension refluxed for 1 hour. More Raney nickel (2.0 g) was added and refluxing continued for a further 2 hours. The suspension was filtered hot through Hyflo and the filtrate evaporated in vacuo to give an oil. The latter was eluted through a silica column using ethyl acetate as eluant to give the desired product as a froth (1.3 g). 1H NMR and MS were consistent with the proposed structur... Reactants: ClC1=CC(=NC2=CC=C(C=C12)C)N1CCS(C2=C(C1)C=CC=C2)(=O)=O (4-(4-chloro-6-methylquinolin-2-yl)-2,3,4,5-tetrahydro-1,4-benzothiazepine 1,1-dioxide), CN(C(=O)N)C (1,1-dimethylurea). Product: O=S1(CCN(CC2=C1C=CC=C2)C2=NC1=CC=C(C=C1C(=C2)NC(N(C)C)=O)C)=O (3-[2-(1,1-Dioxido-2,3-dihydro-1,4-benzothiazepin-4(5H)-yl)-6-methylquinolin-4-yl]-1,1-dimethylurea). RXN SMILES: Cl[C:2]1[C:11]2[C:6](=[CH:7][CH:8]=[C:9]([CH3:12])[CH:10]=2)[N:5]=[C:4]([N:13]2[CH2:19][C:18]3[CH:20]=[CH:21][CH:22]=[CH:23][C:17]=3[S:16](=[O:25])(=[O:24])[CH2:15][CH2:14]2)[CH:3]=1.[CH3:26][N:27]([CH3:31])[C:28]([NH2:30])=[O:29]>>[O:24]=[S:16]1(=[O:25])[C:17]2[CH:23]=[CH:22][CH:21]=[CH:20][C:18]=2[CH2:19][N:13]([C:4]2[CH:3]=[C:2]([NH:30][C:28](=[O:29])[N:27]([CH3:31])[CH3:26])[C:11]3[C:6](=[CH:7][CH:8]=[C:9]([CH3:12])[CH:10]=3)[N:5]=2)[CH2:14][CH2:15]1. Procedure: The title compound was prepared in analogy to Example 3-1 in Scheme 5 by using 4-(4-chloro-6-methylquinolin-2-yl)-2,3,4,5-tetrahydro-1,4-benzothiazepine 1,1-dioxide (prepared in analogy to the one in Example 2-1) and 1,1-dimethylurea. MS obsd. (ESI+) [(M+H)+] 425, 1H NMR (400 MHz, CD3OD) δ ppm 7.83 (d, J=7.6 Hz, 1 H), 7.68 (t, J=3.6 Hz, 2 H), 7.42 (q, J=7.2 Hz, 2 H), 7.23-7.20 (m, 2 H), 7.15 (s, 1 H), 5.00 (s, 2 H), 4.45 (brs, 2 H), 3.42 (s, 2 H), 3.02 (s, 6 H), 2.30 (s, 3 H). Conditions: time 8 hour. Run in CN(C)C=O (DMF). The product is COC([C@H](CCOC1=CC=C(C=C1)C(=O)N1C(C[C@H](C2=CC=CC=C12)N(C1=CC=C(C=C1)Cl)C(C)=O)C)C)=O ((2S,4R)-4-(4-{4-[Acetyl-(4-chloro-phenyl)-amino]-2-methyl-3,4-dihydro-2H-quinoline-1-carbonyl}-phenoxy)-2-methyl-butyric acid methyl ester). Reaction SMILES: [Cl:1][C:2]1[CH:7]=[CH:6][C:5]([N:8]([C@H:12]2[C:21]3[C:16](=[CH:17][CH:18]=[CH:19][CH:20]=3)[N:15]([C:22](=[O:30])[C:23]3[CH:28]=[CH:27][C:26]([OH:29])=[CH:25][CH:24]=3)[C@@H:14]([CH3:31])[CH2:13]2)[C:9](=[O:11])[CH3:10])=[CH:4][CH:3]=1.C([O-])([O-])=O.[Cs+].[Cs+].[CH3:38][O:39][C:40](=[O:46])[CH:41]([CH3:45])[CH2:42][CH2:43]Cl>CN(C=O)C>[CH3:38][O:39][C:40](=[O:46])[C@@H:41]([CH3:45])[CH2:42][CH2:43][O:29][C:26]1[CH:25]=[CH:24][C:23]([C:22]([N:15]2[C:16]3[C:21](=[CH:20][CH:19]=[CH:18][CH:17]=3)[C@H:12]([N:8]([C:9](=[O:11])[CH3:10])[C:5]3[CH:4]=[CH:3][C:2]([Cl:1])=[CH:7][CH:6]=3)[CH2:13][CH:14]2[CH3:31])=[O:30])=[CH:28][CH:27]=1 |f:1.2.3|. Reactants: C(=O)([O-])[O-].[Cs+].[Cs+] (Cs2CO3), ClC1=CC=C(C=C1)N(C(C)=O)[C@@H]1C[C@@H](N(C2=CC=CC=C12)C(C1=CC=C(C=C1)O)=O)C ((2S,4R)-N-(4-Chloro-phenyl)-N-[1-(4-hydroxy-benzoyl)-2-methyl-1,2,3,4-tetrahydro-quinolin-4-yl]-acetamide), COC(C(CCCl)C)=O (4-chloro-2-methyl-butyric acid methyl ester). Reported procedure: (2S,4R)-N-(4-Chloro-phenyl)-N-[1-(4-hydroxy-benzoyl)-2-methyl-1,2,3,4-tetrahydro-quinolin-4-yl]-acetamide (230 mg, 0.531 mmol) was dissolved in DMF (5 mL) at room temperature. Cs2CO3 (433 mg, 1.33 mmol) was added followed by 4-chloro-2-methyl-butyric acid methyl ester (120 mg, 0.796 mmol) and the reaction was allowed to stir overnight. The mixture was partitioned between methylene chloride and water; the organic layer was dried over Na2SO4, filtered and concentrated. The crude residue was purifi... The reactants are COc1cccnc1C(=O)O, Nc1nnn[nH]1, O=S(Cl)Cl. The product is COc1cccnc1C(=O)Nc1nnn[nH]1. As a reaction SMILES: [CH3:1][O:2][c:3]1[c:4]([C:9](=[O:10])[OH:11])[n:5][cH:6][cH:7][cH:8]1.[NH2:12][c:13]1[n:14][n:15][n:16][nH:17]1.[S:18]([Cl:19])([Cl:20])=[O:21]>>[CH3:1][O:2][c:3]1[c:4]([C:9](=[O:11])[NH:12][c:13]2[nH:14][n:15][n:16][n:17]2)[n:5][cH:6][cH:7][cH:8]1. The reactants are BrC1=C(C=C(C=C1)N)F (4-bromo-3-fluoro-phenylamine), ferrous sulfate, [N+](=O)([O-])C1=CC=CC=C1 (nitrobenzene), S(O)(O)(=O)=O (sulfuric acid). The solvent is OCC(O)CO (glycerol). Yields the product BrC=1C(=C2C=CC=NC2=CC1)F (6-bromo-5-fluoro-quinoline). As a reaction SMILES: [Br:1][C:2]1[CH:7]=[CH:6][C:5]([NH2:8])=[CH:4][C:3]=1[F:9].[N+]([C:13]1[CH:18]=CC=C[CH:14]=1)([O-])=O.S(=O)(=O)(O)O>OCC(CO)O>[Br:1][C:2]1[C:3]([F:9])=[C:4]2[C:5](=[CH:6][CH:7]=1)[N:8]=[CH:18][CH:13]=[CH:14]2. Procedure: A mixture of 4-bromo-3-fluoro-phenylamine (100 g, 526 mmol), ferrous sulfate (30 g), glycerol (200 g), nitrobenzene (40 g) and concentrated sulfuric acid (100 mL) were heated gently. After the first vigorous reaction, the mixture was heated to reflux for 5 hours. Nitrobenzene was evaporated in vacuo. The aqueous solution was acidified with glacial acetic acid and dark brown precipitate separated, which was purified by flash chromatography (silica gel, petroleum/ethyl acetate=12/1) to return a mi... Starting materials: COC(=O)c1cc2cc(Br)c3scc(C)c3c2[nH]1, CO, [Na+], [OH-], O. The product is Cc1csc2c(Br)cc3cc(C(=O)O)[nH]c3c12. As a reaction SMILES: [Br:1][c:2]1[cH:3][c:4]2[cH:5][c:6]([C:15](=[O:16])[O:17][CH3:18])[nH:7][c:8]2[c:9]2[c:10]1[s:11][cH:12][c:13]2[CH3:14].[CH3:21][OH:22].[Na+:20].[OH-:19].[OH2:23]>>[Br:1][c:2]1[cH:3][c:4]2[cH:5][c:6]([C:15](=[O:16])[OH:17])[nH:7][c:8]2[c:9]2[c:10]1[s:11][cH:12][c:13]2[CH3:14]. Starting materials: ClC=1SC(=CC1C1CC(C=2C(=CC=NC2C1)C)=NNC(=N)N)Cl ((−)-7-(2,5-dichlorothiophen-3-yl)-5-guanidinoimino-4-methyl-5,6,7,8-tetrahydroquinoline), CS(=O)(=O)O (methanesulfonic acid). Run in C(C)O (ethanol). The product is CS(=O)(=O)O.ClC=1SC(=CC1C1CC(C=2C(=CC=NC2C1)C)=NNC(=N)N)Cl ((−)-7-(2,5-dichlorothiophen-3-yl)-5-guanidinoimino-4-methyl-5,6,7,8-tetrahydroquinoline methanesulfonate). Yield: 100.4%. As a reaction SMILES: [Cl:1][C:2]1[S:3][C:4]([Cl:23])=[CH:5][C:6]=1[CH:7]1[CH2:16][C:15]2[N:14]=[CH:13][CH:12]=[C:11]([CH3:17])[C:10]=2[C:9](=[N:18][NH:19][C:20]([NH2:22])=[NH:21])[CH2:8]1.[CH3:24][S:25]([OH:28])(=[O:27])=[O:26]>C(O)C>[CH3:24][S:25]([OH:28])(=[O:27])=[O:26].[Cl:1][C:2]1[S:3][C:4]([Cl:23])=[CH:5][C:6]=1[CH:7]1[CH2:16][C:15]2[N:14]=[CH:13][CH:12]=[C:11]([CH3:17])[C:10]=2[C:9](=[N:18][NH:19][C:20]([NH2:22])=[NH:21])[CH2:8]1 |f:3.4|. Reported procedure: To (−)-7-(2,5-dichlorothiophen-3-yl)-5-guanidinoimino-4-methyl-5,6,7,8-tetrahydroquinoline (6.4 g) was added ethanol (50 ml) and methanesulfonic acid (3.1 g) to give a homogenous solution, and the solution was concentrated to give crystals, which were recrystallized from ethanol to give (−)-7-(2,5-dichlorothiophen-3-yl)-5-guanidinoimino-4-methyl-5,6,7,8-tetrahydroquinoline methanesulfonate (Compound 113) (8.1 g,99.5% ee).